From a dataset of the Open Reaction Database (ORD), a public repository of structured organic reaction records. describe an organic reaction: reactants, conditions, products, and yield The reactants are Cc1ccccc1-c1ccc2c(c1)C(O)=C(C(=O)NCC(=O)OC(C)(C)C)C(=O)C2(C)C, O=C(O)C(F)(F)F. The product is Cc1ccccc1-c1ccc2c(c1)C(O)=C(C(=O)NCC(=O)O)C(=O)C2(C)C. RXN SMILES: [CH3:1][c:2]1[c:3](-[c:8]2[cH:9][c:10]3[c:15]([cH:16][cH:17]2)[C:14]([CH3:18])([CH3:19])[C:13](=[O:20])[C:12]([C:21](=[O:22])[NH:23][CH2:24][C:25](=[O:26])[O:27][C:28]([CH3:29])([CH3:30])[CH3:31])=[C:11]3[OH:32])[cH:4][cH:5][cH:6][cH:7]1.[F:33][C:34]([F:35])([F:36])[C:37]([OH:38])=[O:39]>>[CH3:1][c:2]1[c:3](-[c:8]2[cH:9][c:10]3[c:15]([cH:16][cH:17]2)[C:14]([CH3:18])([CH3:19])[C:13](=[O:20])[C:12]([C:21](=[O:22])[NH:23][CH2:24][C:25](=[O:26])[OH:27])=[C:11]3[OH:32])[cH:4][cH:5][cH:6][cH:7]1.